From a dataset of the Open Reaction Database (ORD), a public repository of structured organic reaction records. describe an organic reaction: reactants, conditions, products, and yield Reactants: BrCC1(OC2=C(C1)C(=C(C(=C2C)C)N)C)C (2-bromomethyl-2,3-dihydro-2,4,6,7-tetramethyl-5-benzofuranamine), C1NCCC2=CC=CC=C12 (1,2,3,4-tetrahydroisoquinoline), C([O-])([O-])=O.[K+].[K+] (potassium carbonate). Solvent: CN(C(C)=O)C (N,N-dimethylacetamide), O (water). Yields the product CC1(OC2=C(C1)C(=C(C(=C2C)C)N)C)CN2CC1=CC=CC=C1CC2 (2,3-dihydro-2,4,6,7-tetramethyl-2-[(1,2,3,4-tetrahydroisoquinolin-2-yl)methyl]-5-benzofuranamine). RXN SMILES: Br[CH2:2][C:3]1([CH3:16])[CH2:7][C:6]2[C:8]([CH3:15])=[C:9]([NH2:14])[C:10]([CH3:13])=[C:11]([CH3:12])[C:5]=2[O:4]1.[CH2:17]1[C:26]2[C:21](=[CH:22][CH:23]=[CH:24][CH:25]=2)[CH2:20][CH2:19][NH:18]1.C(=O)([O-])[O-].[K+].[K+]>CN(C)C(=O)C.O>[CH3:16][C:3]1([CH2:2][N:18]2[CH2:19][CH2:20][C:21]3[C:26](=[CH:25][CH:24]=[CH:23][CH:22]=3)[CH2:17]2)[CH2:7][C:6]2[C:8]([CH3:15])=[C:9]([NH2:14])[C:10]([CH3:13])=[C:11]([CH3:12])[C:5]=2[O:4]1 |f:2.3.4|. Procedure: A suspension of 2-bromomethyl-2,3-dihydro-2,4,6,7-tetramethyl-5-benzofuranamine (1.4 g), 1,2,3,4-tetrahydroisoquinoline (1.3 g), and potassium carbonate (1.4 g) in N,N-dimethylacetamide (10 mL) was refluxed under nitrogen gas for 15 hours. This reaction mixture was diluted with water and extracted with 2 portions of ethyl acetate. The pooled organic layer was washed with water and saturated aqueous NaCl, dried over MgSO4, filtered, and concentrated under reduced pressure. The residue was purifie... Starting materials: COC(=O)C1=C(C)NC(C)=C(C(=O)O)C1c1cccc([N+](=O)[O-])c1, Cc1ccccc1, C(=NC1CCCCC1)=NC1CCCCC1, OCCC=Cc1ccc(Cc2ncc[nH]2)cc1. The product is COC(=O)C1=C(C)NC(C)=C(C(=O)OCCC=Cc2ccc(Cc3ncc[nH]3)cc2)C1c1cccc([N+](=O)[O-])c1. RXN SMILES: [CH3:1][C:2]1=[C:7]([C:8](=[O:9])[OH:10])[CH:6]([c:11]2[cH:12][c:13]([N+:17](=[O:18])[O-:19])[cH:14][cH:15][cH:16]2)[C:5]([C:20](=[O:21])[O:22][CH3:23])=[C:4]([CH3:24])[NH:3]1.[CH3:57][c:58]1[cH:59][cH:60][cH:61][cH:62][cH:63]1.[CH:42]1([N:43]=[C:44]=[N:45][CH:46]2[CH2:47][CH2:48][CH2:49][CH2:50][CH2:51]2)[CH2:52][CH2:53][CH2:54][CH2:55][CH2:56]1.[nH:25]1[c:26]([CH2:30][c:31]2[cH:32][cH:33][c:34]([CH:37]=[CH:38][CH2:39][CH2:40][OH:41])[cH:35][cH:36]2)[n:27][cH:28][cH:29]1>>[CH3:1][C:2]1=[C:7]([C:8](=[O:9])[O:10][CH2:40][CH2:39][CH:38]=[CH:37][c:34]2[cH:33][cH:32][c:31]([CH2:30][c:26]3[n:25][cH:29][cH:28][nH:27]3)[cH:36][cH:35]2)[CH:6]([c:11]2[cH:12][c:13]([N+:17](=[O:18])[O-:19])[cH:14][cH:15][cH:16]2)[C:5]([C:20](=[O:21])[O:22][CH3:23])=[C:4]([CH3:24])[NH:3]1.